Dataset: the Open Reaction Database (ORD), a public repository of structured organic reaction records. Task: describe an organic reaction: reactants, conditions, products, and yield Starting materials: C(C)(C)(C)OC(=O)N[C@H](C(=O)N1[C@@H](C[C@H](C1)O)C(=O)N[C@]1([C@@H](C1)C=C)C(=O)OC)[C@@H](CC(CCC=C)C)C ((1R,2S)-methyl 1-((2S,4R)-1-((2S,3R)-2-((tert-butoxycarbonyl)amino)-3,5-dimethylnon-8-enoyl)-4-hydroxypyrrolidine-2-carboxamido)-2-vinylcyclopropanecarboxylate). Reagents/catalysts: CC1=CC(=C(C(=C1)C)N2CCN(C2=[Ru](=CC3=C(C=CC=C3)OC(C)C)(Cl)Cl)C4=C(C=C(C=C4C)C)C)C (Hoveyda-Grubbs Catalyst 2nd Generation). Run in ClCCCl (DCE). Run at temperature 80 celsius. Yields the product C(C)(C)(C)OC(=O)N[C@H]1[C@@H](CC(CC\C=C/[C@H]2[C@](NC([C@H]3N(C1=O)C[C@@H](C3)O)=O)(C2)C(=O)OC)C)C ((2R,6S,7R,13aS,14aR,16aS,Z)-methyl 6-((tert-butoxycarbonyl)amino)-2-hydroxy-7,9-dimethyl-5,16-dioxo-1,2,3,5,6,7,8,9,10,11,13a,14,14a,15,16,16a-hexadecahydrocyclopropa[e]pyrrolo[1,2-a][1,4]diazacyclopentadecine-14a-carboxylate). Yield: 82.7%. RXN SMILES: [C:1]([O:5][C:6]([NH:8][C@@H:9]([C@H:30]([CH3:38])[CH2:31][CH:32]([CH3:37])[CH2:33][CH2:34]C=C)[C:10]([N:12]1[CH2:16][C@H:15]([OH:17])[CH2:14][C@H:13]1[C:18]([NH:20][C@:21]1([C:26]([O:28][CH3:29])=[O:27])[CH2:23][C@H:22]1[CH:24]=[CH2:25])=[O:19])=[O:11])=[O:7])([CH3:4])([CH3:3])[CH3:2]>ClCCCl.CC1C=C(C)C(N2C(=[Ru](Cl)(Cl)=CC3C=CC=CC=3OC(C)C)N(C3C(C)=CC(C)=CC=3C)CC2)=C(C)C=1>[C:1]([O:5][C:6]([NH:8][C@@H:9]1[C:10](=[O:11])[N:12]2[CH2:16][C@H:15]([OH:17])[CH2:14][C@H:13]2[C:18](=[O:19])[NH:20][C@:21]2([C:26]([O:28][CH3:29])=[O:27])[CH2:23][C@H:22]2[CH:24]=[CH:25][CH2:34][CH2:33][CH:32]([CH3:37])[CH2:31][C@H:30]1[CH3:38])=[O:7])([CH3:3])([CH3:2])[CH3:4]. Procedure: A solution of (1R,2S)-methyl 1-((2S,4R)-1-((2S,3R)-2-((tert-butoxycarbonyl)amino)-3,5-dimethylnon-8-enoyl)-4-hydroxypyrrolidine-2-carboxamido)-2-vinylcyclopropanecarboxylate (2.68 g, 5 mmol) in DCE (600 mL) was sparged with nitrogen for 30 min. and then Hoveyda-Grubbs Catalyst 2nd Generation (0.189 g, 0.300 mmol) was added and the reaction heated to 80° C. for 2 hrs. The reaction was concentrated and purified by flash chromatography on silica gel (20-60% Acetone in hexanes) to give 2.1 g of the ... The reactants are IC1=C(OCC(=O)OCC)C=CC=C1 (ethyl 2-(2-iodophenoxy)acetate), NCC(CN1CC2=CC=CC=C2CC1)O (1-amino-3-(3,4-dihydroisoquinolin-2(1H)-yl)propan-2-ol). The solvent is CCO (EtOH). Conditions: temperature 80 celsius. The product is C1N(CCC2=CC=CC=C12)CC(CNC(COC1=C(C=CC=C1)I)=O)O (N-(3-(3,4-dihydroisoquinolin-2(1H)-yl)-2-hydroxypropyl)-2-(2-iodophenoxy)acetamide). Yield: 95.0%. RXN SMILES: [I:1][C:2]1[CH:14]=[CH:13][CH:12]=[CH:11][C:3]=1[O:4][CH2:5][C:6]([O:8]CC)=O.[NH2:15][CH2:16][CH:17]([OH:29])[CH2:18][N:19]1[CH2:28][CH2:27][C:26]2[C:21](=[CH:22][CH:23]=[CH:24][CH:25]=2)[CH2:20]1>CCO>[CH2:20]1[C:21]2[C:26](=[CH:25][CH:24]=[CH:23][CH:22]=2)[CH2:27][CH2:28][N:19]1[CH2:18][CH:17]([OH:29])[CH2:16][NH:15][C:6](=[O:8])[CH2:5][O:4][C:3]1[CH:11]=[CH:12][CH:13]=[CH:14][C:2]=1[I:1]. Procedure details: To a solution of ethyl 2-(2-iodophenoxy)acetate (900 mg, 2.94 mmol) in EtOH (3 mL) was added 1-amino-3-(3,4-dihydroisoquinolin-2(1H)-yl)propan-2-ol (677 mg, 3.24 mmol). The reaction mixture was heated under microwave conditions at 80° C. for 3 h, cooled and concentrated. The crude product was used in the next step without further purification. (1.3 g, yield 95%) MS (ESI+) e/z: 467.1 [M+1]+. 1H NMR (MeOD, 400 MHz), δ ppm: 7.80 (dd, J=1.0, 7.8 Hz, 1H), 7.41-7.30 (m, 1H), 7.15-7.05 (m, 3H), 7.05-6.... The reactants are CC(C)(C)C(=O)OCCl, CN(C)C=O, CC(C)CP(=O)(O)CC(=CC1CCCCC1)C(=O)O, [Cl-], [NH4+]. Product: CC(C)CP(=O)(O)CC(=CC1CCCCC1)C(=O)OCOC(=O)C(C)(C)C. RXN SMILES: [C:20]([C:21]([CH3:22])([CH3:23])[CH3:24])(=[O:25])[O:26][CH2:27][Cl:28].[CH3:31][N:32]([CH3:33])[CH:34]=[O:35].[CH:1]1([CH:7]=[C:8]([C:9](=[O:10])[OH:11])[CH2:12][P:13](=[O:14])([CH2:15][CH:16]([CH3:17])[CH3:18])[OH:19])[CH2:2][CH2:3][CH2:4][CH2:5][CH2:6]1.[Cl-:29].[NH4+:30]>>[CH:1]1([CH:7]=[C:8]([C:9](=[O:10])[O:11][CH2:27][O:26][C:20]([C:21]([CH3:22])([CH3:23])[CH3:24])=[O:25])[CH2:12][P:13](=[O:14])([CH2:15][CH:16]([CH3:17])[CH3:18])[OH:19])[CH2:2][CH2:3][CH2:4][CH2:5][CH2:6]1. Starting materials: FC(C(=O)O)(F)F.FC(C(=O)O)(F)F.FC(C(=O)O)(F)F.N1CC(C1)CC(=O)NC=1C=CC=2NC3=C(C=NC(NC=4C=NC=C(CCC1C2)C4)=N3)Cl (2-azetidin-3-yl-N-[6-chloro-2,4,8,18,22-pentaazatetracyclo[14.3.1.1(3,7).1(9,13)]docosa-1(20),3(22),4,6,9(21),10,12,16,18-nonaen-12-yl]acetamide tris(trifluoroacetate)), C(=O)(O)C=1N=NNC1 (4-carboxy-1,2,3-triazole). Product: FC(C(=O)O)(F)F.FC(C(=O)O)(F)F.ClC=1C=NC=2NC=3C=NC=C(CCC4=C(C=CC(NC1N2)=C4)NC(CC4CN(C4)C(=O)C=4N=NNC4)=O)C3 (N-[6-Chloro-2,4,8,18,22-pentaazatetracyclo[14.3.1.1(3,7).1(9,13)]docosa-1(20),3(22),4,6,9(21),10,12,16,18-nonaen-12-yl]-2-[1-(1H-1,2,3-triazol-4-ylcarbonyl)azetidin-3-yl]acetamide bis(trifluoroacetate)). The yield is 72.0%. RXN SMILES: [F:1][C:2]([F:7])([F:6])[C:3]([OH:5])=[O:4].[F:8][C:9]([F:14])([F:13])[C:10]([OH:12])=[O:11].FC(F)(F)C(O)=O.[NH:22]1[CH2:25][CH:24]([CH2:26][C:27]([NH:29][C:30]2[CH:31]=[CH:32][C:33]3[NH:34][C:35]4[N:51]=[C:39]([NH:40][C:41]5[CH:42]=[N:43][CH:44]=[C:45]([CH:50]=5)[CH2:46][CH2:47][C:48]=2[CH:49]=3)[N:38]=[CH:37][C:36]=4[Cl:52])=[O:28])[CH2:23]1.[C:53]([C:56]1[N:57]=[N:58][NH:59][CH:60]=1)(O)=[O:54]>>[F:1][C:2]([F:7])([F:6])[C:3]([OH:5])=[O:4].[F:8][C:9]([F:14])([F:13])[C:10]([OH:12])=[O:11].[Cl:52][C:36]1[CH:37]=[N:38][C:39]2[NH:40][C:41]3[CH:42]=[N:43][CH:44]=[C:45]([CH:50]=3)[CH2:46][CH2:47][C:48]3[CH:49]=[C:33]([NH:34][C:35]=1[N:51]=2)[CH:32]=[CH:31][C:30]=3[NH:29][C:27](=[O:28])[CH2:26][CH:24]1[CH2:23][N:22]([C:53]([C:56]2[N:57]=[N:58][NH:59][CH:60]=2)=[O:54])[CH2:25]1 |f:0.1.2.3,5.6.7|. Reported procedure: The desired compound was prepared according to the procedure of Example D97, step A, using 2-azetidin-3-yl-N-[6-chloro-2,4,8,18,22-pentaazatetracyclo[14.3.1.1(3,7).1(9,13)]docosa-1(20),3(22),4,6,9(21),10,12,16,18-nonaen-12-yl]acetamide tris(trifluoroacetate) and 4-carboxy-1,2,3-triazole as the starting materials in 72% yield. LCMS for C25H24ClN10O2 (M+H)+: m/z=531.0. Starting materials: ClC=1C(=C2N=C(C(=NC2=CC1C)OC)OC)N(S(=O)(=O)C)CCCO (N-(6-Chloro-7-methyl-2,3-dimethoxyquinoxalin-5-yl)-N-(3-hydroxypropyl)methanesulphonamide), [Cr](=O)(=O)([O-])O[Cr](=O)(=O)[O-].[NH+]1=CC=CC=C1.[NH+]1=CC=CC=C1 (pyridinium dichromate), O (water). Run in CN(C)C=O (DMF). Product: C(=O)(O)CCN(S(=O)(=O)C)C1=C2N=C(C(=NC2=CC(=C1Cl)C)OC)OC (N-(2-carboxyethyl)-N-(6-chloro-7-methyl-2,3-dimethoxyquinoxalin-5-yl)methanesulphonamide), solid. The yield is 51.0%. Reaction SMILES: [Cl:1][C:2]1[C:3]([N:17]([CH2:22][CH2:23][CH2:24][OH:25])[S:18]([CH3:21])(=[O:20])=[O:19])=[C:4]2[C:9](=[CH:10][C:11]=1[CH3:12])[N:8]=[C:7]([O:13][CH3:14])[C:6]([O:15][CH3:16])=[N:5]2.[Cr](O[Cr]([O-])(=O)=O)([O-])(=O)=[O:27].[NH+]1C=CC=CC=1.[NH+]1C=CC=CC=1.O>CN(C=O)C>[C:24]([CH2:23][CH2:22][N:17]([C:3]1[C:2]([Cl:1])=[C:11]([CH3:12])[CH:10]=[C:9]2[C:4]=1[N:5]=[C:6]([O:15][CH3:16])[C:7]([O:13][CH3:14])=[N:8]2)[S:18]([CH3:21])(=[O:20])=[O:19])([OH:27])=[O:25] |f:1.2.3|. Procedure details: N-(6-Chloro-7-methyl-2,3-dimethoxyquinoxalin-5-yl)-N-(3-hydroxypropyl)methanesulphonamide (0.94 g, 2.41 mmol) and pyridinium dichromate (2.42 g, 9.63 mmol) in DMF (24 ml) were stirred at room temperature for 18 hours. The reaction mixture was poured into water (25 ml) and extracted twice with dichloromethane. The combined dichloromethane extracts were extracted twice with 10% potassium carbonate solution. The potassium carbonate extracts were acidified to pH1 with 2M HCl and extracted twice with...